Dataset: the Open Reaction Database (ORD), a public repository of structured organic reaction records. Task: describe an organic reaction: reactants, conditions, products, and yield The reactants are Clc1ncc(Br)cn1, CN(C)CCO, [Cl-], [H-], [NH4+], [Na+], C1CCOC1. The product is CN(C)CCOc1ncc(Br)cn1. As a reaction SMILES: [Br:9][c:10]1[cH:11][n:12][c:13]([Cl:16])[n:14][cH:15]1.[CH3:1][N:2]([CH2:3][CH2:4][OH:5])[CH3:6].[Cl-:22].[H-:7].[NH4+:23].[Na+:8].[O:17]1[CH2:18][CH2:19][CH2:20][CH2:21]1>>[CH3:1][N:2]([CH2:3][CH2:4][O:5][c:13]1[n:12][cH:11][c:10]([Br:9])[cH:15][n:14]1)[CH3:6].